Dataset: the Open Reaction Database (ORD), a public repository of structured organic reaction records. Task: describe an organic reaction: reactants, conditions, products, and yield The reactants are CN1Cc2ccc(Br)cc2C1=O, CC(=O)[O-], CC#N, [K+], CC(C)(C)OC(=O)NC1(C(=O)NC(Cc2ccc(B3OC(C)(C)C(C)(C)O3)cc2)C(N)=O)CCOCC1, O. The product is CN1Cc2ccc(-c3ccc(CC(NC(=O)C4(NC(=O)OC(C)(C)C)CCOCC4)C(N)=O)cc3)cc2C1=O. RXN SMILES: [Br:38][c:39]1[cH:40][cH:41][c:42]2[c:46]([cH:47]1)[C:45](=[O:48])[N:44]([CH3:49])[CH2:43]2.[CH3:51][C:52](=[O:53])[O-:54].[CH3:55][C:56]#[N:57].[K+:50].[NH2:1][C:2]([CH:3]([CH2:4][c:5]1[cH:6][cH:7][c:8]([B:11]2[O:12][C:13]([CH3:14])([CH3:15])[C:16]([CH3:17])([CH3:18])[O:19]2)[cH:9][cH:10]1)[NH:20][C:21](=[O:22])[C:23]1([NH:29][C:30]([O:31][C:32]([CH3:33])([CH3:34])[CH3:35])=[O:36])[CH2:24][CH2:25][O:26][CH2:27][CH2:28]1)=[O:37].[OH2:58]>>[NH2:1][C:2]([CH:3]([CH2:4][c:5]1[cH:6][cH:7][c:8](-[c:39]2[cH:40][cH:41][c:42]3[c:46]([cH:47]2)[C:45](=[O:48])[N:44]([CH3:49])[CH2:43]3)[cH:9][cH:10]1)[NH:20][C:21](=[O:22])[C:23]1([NH:29][C:30]([O:31][C:32]([CH3:33])([CH3:34])[CH3:35])=[O:36])[CH2:24][CH2:25][O:26][CH2:27][CH2:28]1)=[O:37]. Reactants: ClCC(=O)N1C=2C(C(NC3=C1C=CC=C3)=O)=CSC2 (4-(chloroacetyl)-4,9-dihydro-10H-thieno[3,4-b][1,5]benzodiazepin-10-one), CN(C)CC1NCCCC1 (2-[(dimethylamino)methyl]piperidine). Run in C(C)#N (acetonitrile). Product: CN(C)CC1N(CCCC1)CC(=O)N1C=2C(C(NC3=C1C=CC=C3)=O)=CSC2 (4,9-Dihydro-4-[[2-[(dimethylamino)methyl]-1-piperidinyl]-acetyl]-10H-thieno[3,4-b][1,5]benzodiazepin-10-one). As a reaction SMILES: Cl[CH2:2][C:3]([N:5]1[C:11]2[CH:12]=[CH:13][CH:14]=[CH:15][C:10]=2[NH:9][C:8](=[O:16])[C:7]2=[CH:17][S:18][CH:19]=[C:6]12)=[O:4].[CH3:20][N:21]([CH2:23][CH:24]1[CH2:29][CH2:28][CH2:27][CH2:26][NH:25]1)[CH3:22]>C(#N)C>[CH3:20][N:21]([CH2:23][CH:24]1[CH2:29][CH2:28][CH2:27][CH2:26][N:25]1[CH2:2][C:3]([N:5]1[C:11]2[CH:12]=[CH:13][CH:14]=[CH:15][C:10]=2[NH:9][C:8](=[O:16])[C:7]2=[CH:17][S:18][CH:19]=[C:6]12)=[O:4])[CH3:22]. Procedure: The title compound is prepared analogously to Example 2 from 4-(chloroacetyl)-4,9-dihydro-10H-thieno[3,4-b][1,5]benzodiazepin-10-one and 2-[(dimethylamino)methyl]piperidine to give colorless crystals, Mp. 208°-209° C. (acetonitrile/activated charcoal). The reactants are C1(CC1)C=1C(=CC(=C(C(=O)O)C1)F)OCC1(CCCCC1)C(F)(F)F (5-cyclopropyl-2-fluoro-4-((1-(trifluoromethyl)-cyclohexyl)methoxy)benzoic acid), CNS(=O)(=O)N ((methylsulfamoyl)amine), C1(CCCCC1)COC1=CC(=C(C(=O)O)C=C1C1CC1)F (4-(cyclohexylmethoxy)-5-cyclopropyl-2-fluorobenzoic acid), CS(=O)(=O)N (methanesulfonamide). Yields the product C1(CCCCC1)COC1=CC(=C(C(=O)NS(NC)(=O)=O)C=C1C1CC1)F (4-(cyclohexylmethoxy)-5-cyclopropyl-2-fluoro-N-(N-methylsulfamoyl)benzamide). Reaction SMILES: [CH:1]1([C:4]2[C:5]([O:14][CH2:15][C:16]3(C(F)(F)F)[CH2:21][CH2:20][CH2:19][CH2:18][CH2:17]3)=[CH:6][C:7]([F:13])=[C:8]([CH:12]=2)[C:9](O)=[O:10])[CH2:3][CH2:2]1.C1(COC2C(C3CC3)=CC(C(O)=O)=C(F)C=2)CCCCC1.CS(N)(=O)=O.[CH3:52][NH:53][S:54]([NH2:57])(=[O:56])=[O:55]>>[CH:16]1([CH2:15][O:14][C:5]2[C:4]([CH:1]3[CH2:3][CH2:2]3)=[CH:12][C:8]([C:9]([NH:57][S:54](=[O:56])(=[O:55])[NH:53][CH3:52])=[O:10])=[C:7]([F:13])[CH:6]=2)[CH2:21][CH2:20][CH2:19][CH2:18][CH2:17]1. Procedure: Following the procedure as described in Example 158 step 5, and making variations as required to replace 5-cyclopropyl-2-fluoro-4-((1-(trifluoromethyl)-cyclohexyl)methoxy)benzoic acid with 4-(cyclohexylmethoxy)-5-cyclopropyl-2-fluorobenzoic acid and to replace methanesulfonamide with (methylsulfamoyl)amine, the title compound was obtained (0.13 g, 25%) as a colorless solid: 1H NMR (300 MHz, CDCl3) δ8.76-8.65 (m, 1H), 7.57-7.50 (m, 1H), 6.62-6.52 (m, 1H), 5.31-5.22 (m, 1H), 3.86-3.78 (m, 2H), 2.7... Reactants: ClC1=CC=C(C=N1)C(C)=O (1-(6-chloropyridin-3-yl)ethanone), OC1CCN(CC1)C(=O)OC(C)(C)C (4-hydroxy-boc-piperidine), O (water). Solvent: CS(=O)C (DMSO). Conditions: temperature 100 celsius, time 8 hour. The product is C(C)(C)(C)OC(=O)N1CCC(CC1)OC1=NC=C(C=C1)C(C)=O (4-(5-Acetyl-pyridin-2-yloxy)-piperidine-1-carboxylic acid tert-butyl ester). Reaction SMILES: [OH:1][CH:2]1[CH2:7][CH2:6][N:5]([C:8]([O:10][C:11]([CH3:14])([CH3:13])[CH3:12])=[O:9])[CH2:4][CH2:3]1.Cl[C:16]1[N:21]=[CH:20][C:19]([C:22](=[O:24])[CH3:23])=[CH:18][CH:17]=1.O>CS(C)=O>[C:11]([O:10][C:8]([N:5]1[CH2:4][CH2:3][CH:2]([O:1][C:16]2[CH:17]=[CH:18][C:19]([C:22](=[O:24])[CH3:23])=[CH:20][N:21]=2)[CH2:7][CH2:6]1)=[O:9])([CH3:14])([CH3:13])[CH3:12]. Procedure: To 4-hydroxy-boc-piperidine (1.55 g, 7.71 mmol) in DMSO (12 mL) was added 1M KtOBu (8.36 mL), followed by 1-(6-chloropyridin-3-yl)ethanone (1.00 g, 6.43 mmol). After overnight stirring at 100° C., the reaction was poured into water, extracted with dichloromethane, washed with brine, dried over sodium sulfate, and concentrated. The product was purified using a Single Step column (7:3 hexanes:ethyl acetate) to obtain 0.5 g (25%); MS m/z 321 (M+H). The reactants are C1CCNCC1, CCO, COC(=O)c1ccc2nc(C)n(Cc3ccc(C=O)cc3Cl)c2n1, O=C1CSC(=O)N1. Yields the product COC(=O)c1ccc2nc(C)n(Cc3ccc(C=C4SC(=O)NC4=O)cc3Cl)c2n1. Reaction SMILES: [CH2:32]1[CH2:33][CH2:34][NH:35][CH2:36][CH2:37]1.[CH3:38][CH2:39][OH:40].[Cl:1][c:2]1[c:3]([CH2:4][n:5]2[c:6]([CH3:18])[n:7][c:8]3[c:9]2[n:10][c:11]([C:14](=[O:15])[O:16][CH3:17])[cH:12][cH:13]3)[cH:19][cH:20][c:21]([CH:23]=[O:24])[cH:22]1.[S:25]1[C:26](=[O:31])[NH:27][C:28](=[O:30])[CH2:29]1>>[Cl:1][c:2]1[c:3]([CH2:4][n:5]2[c:6]([CH3:18])[n:7][c:8]3[c:9]2[n:10][c:11]([C:14](=[O:15])[O:16][CH3:17])[cH:12][cH:13]3)[cH:19][cH:20][c:21]([CH:23]=[C:29]2[S:25][C:26](=[O:31])[NH:27][C:28]2=[O:30])[cH:22]1. Starting materials: OC=1C=C(C(=S)OC)C=CC1C1=CC=CC=C1 (methyl 3-hydroxy-4-phenylthiobenzoate), C([O-])([O-])=O.[K+].[K+] (potassium carbonate), S(=O)(=O)(OC)OC (dimethyl sulfate). Solvent: CC(=O)C (acetone). Product: COC=1C=C(C(=S)OC)C=CC1C1=CC=CC=C1 (methyl 3-methoxy-4-phenylthiobenzoate). Reaction SMILES: [OH:1][C:2]1[CH:3]=[C:4]([CH:9]=[CH:10][C:11]=1[C:12]1[CH:17]=[CH:16][CH:15]=[CH:14][CH:13]=1)[C:5]([O:7][CH3:8])=[S:6].[C:18](=O)([O-])[O-].[K+].[K+].S(OC)(OC)(=O)=O>CC(C)=O>[CH3:18][O:1][C:2]1[CH:3]=[C:4]([CH:9]=[CH:10][C:11]=1[C:12]1[CH:17]=[CH:16][CH:15]=[CH:14][CH:13]=1)[C:5]([O:7][CH3:8])=[S:6] |f:1.2.3|. Procedure: To a mixture of 49.11 g of methyl 3-hydroxy-4-phenylthiobenzoate, 27.33 g of potassium carbonate and 627 ml of acetone, 17.85 ml of dimethyl sulfate was added, and the mixture was refluxed for 6 hours while stirring. The reaction mixture was cooled, and the precipitate was filtered and washed with acetone. The filtrate and washing liquid were combined, and concentrated in vacuo, and methyl 3-methoxy-4-phenylthiobenzoate was obtained. Starting materials: C1CCOC1, CO, O=C(N(CCc1ccc([N+](=O)[O-])cc1)Cc1cccc(F)c1)C(F)(F)F. Reaction SMILES: [CH2:27]1[O:28][CH2:29][CH2:30][CH2:31]1.[CH3:32][OH:33].[F:1][c:2]1[cH:3][c:4]([CH2:8][N:9]([C:10]([C:11]([F:12])([F:13])[F:14])=[O:15])[CH2:16][CH2:17][c:18]2[cH:19][cH:20][c:21]([N+:24]([O-:25])=[O:26])[cH:22][cH:23]2)[cH:5][cH:6][cH:7]1>>[F:1][c:2]1[cH:3][c:4]([CH2:8][N:9]([C:10]([C:11]([F:12])([F:13])[F:14])=[O:15])[CH2:16][CH2:17][c:18]2[cH:19][cH:20][c:21]([NH2:24])[cH:22][cH:23]2)[cH:5][cH:6][cH:7]1. Yields the product Nc1ccc(CCN(Cc2cccc(F)c2)C(=O)C(F)(F)F)cc1. Starting materials: CS(=O)(=O)OCCCC(c1ccccc1)c1ccccc1, CS(C)=O, N#C[Na]. Product: N#CCCCC(c1ccccc1)c1ccccc1. RXN SMILES: [CH3:1][S:2]([O:3][CH2:6][CH2:7][CH2:8][CH:9]([c:10]1[cH:11][cH:12][cH:13][cH:14][cH:15]1)[c:16]1[cH:17][cH:18][cH:19][cH:20][cH:21]1)(=[O:4])=[O:5].[CH3:25][S:26](=[O:27])[CH3:28].[Na:22][C:23]#[N:24]>>[CH2:6]([CH2:7][CH2:8][CH:9]([c:10]1[cH:11][cH:12][cH:13][cH:14][cH:15]1)[c:16]1[cH:17][cH:18][cH:19][cH:20][cH:21]1)[C:23]#[N:24]. Reactants: C1CCNC1, CSC(=NS(C)(=O)=O)N1CCN(Cc2c(-c3ccccc3)nc3ccccc3c2C(=O)NC(C)C2CCCCC2)CC1. The product is CC(NC(=O)c1c(CN2CCN(C(=NS(C)(=O)=O)N3CCCC3)CC2)c(-c2ccccc2)nc2ccccc12)C1CCCCC1. RXN SMILES: [CH2:43]1[CH2:44][CH2:45][NH:46][CH2:47]1.[CH:1]1([CH:7]([CH3:8])[NH:9][C:10](=[O:11])[c:12]2[c:13]([CH2:28][N:29]3[CH2:30][CH2:31][N:32]([C:35]([S:36][CH3:37])=[N:38][S:39](=[O:40])(=[O:41])[CH3:42])[CH2:33][CH2:34]3)[c:14](-[c:22]3[cH:23][cH:24][cH:25][cH:26][cH:27]3)[n:15][c:16]3[cH:17][cH:18][cH:19][cH:20][c:21]23)[CH2:2][CH2:3][CH2:4][CH2:5][CH2:6]1>>[CH:1]1([CH:7]([CH3:8])[NH:9][C:10](=[O:11])[c:12]2[c:13]([CH2:28][N:29]3[CH2:30][CH2:31][N:32]([C:35](=[N:38][S:39](=[O:40])(=[O:41])[CH3:42])[N:46]4[CH2:45][CH2:44][CH2:43][CH2:47]4)[CH2:33][CH2:34]3)[c:14](-[c:22]3[cH:23][cH:24][cH:25][cH:26][cH:27]3)[n:15][c:16]3[cH:17][cH:18][cH:19][cH:20][c:21]23)[CH2:2][CH2:3][CH2:4][CH2:5][CH2:6]1.